Dataset: the Open Reaction Database (ORD), a public repository of structured organic reaction records. Task: describe an organic reaction: reactants, conditions, products, and yield Starting materials: [OH-].[K+] (potassium hydroxide), ClC(CC(O)C1=CC=CC=C1)=C (2-chloroallylphenylcarbinol), C(C)(=O)O (acetic acid). Run in CN(C=O)C (dimethylformamide). Conditions: time 2 hour. Yields the product C1(=CC=CC=C1)C(O)CC#C (phenylpropargylcarbinol). Reaction SMILES: Cl[C:2](=[CH2:12])[CH2:3][CH:4]([C:6]1[CH:11]=[CH:10][CH:9]=[CH:8][CH:7]=1)[OH:5].[OH-].[K+].C(O)(=O)C>CN(C)C=O>[C:6]1([CH:4]([CH2:3][C:2]#[CH:12])[OH:5])[CH:11]=[CH:10][CH:9]=[CH:8][CH:7]=1 |f:1.2|. Procedure details: 40.00 Grams of 2-chloroallylphenylcarbinol were dissolved in 400 g of dimethylformamide, and 36.85 g of potassium hydroxide in a flake form were added. The mixture was stirred at room temperature for 2 hours and then neutralized with a 20% acetic acid aqueous solution. The resultant mixture was subjected to extraction with toluene. The toluene phase was washed with water and then dried over magnesium sulfate. The desiccant was filtered off, and the toluene was distilled off under reduced pressur... Reactants: Cl (HCl), C(Cl)(Cl)Cl (chloroform), C(C1=CC=CC=C1)N1C2CN(CCC1CC2)C2=C(C=C1C(C(=CN(C1=C2)CC)C(=O)O)=O)F (7-(9-benzyl-3,9-diazabicyclo[4,2,1]non-3-yl)-6-fluoro-1-ethyl-1,4-dihydro-4-oxo-3-quinoline carboxylic acid), [H][H] (hydrogen). The reagents and catalysts are [Pd] (Pd/C). Run in CCOCC (ether), CO (methanol). The product is C(C)N1C=C(C(C2=CC(=C(C=C12)N1CC2CCC(CC1)N2)F)=O)C(=O)O (1-Ethyl-6-fluoro-7-(3,9-diazabicyclo[4.2.1]non-3-yl)-1,4-dihydro-4-oxo-3-quinoline carboxylic acid). The yield is 19.3%. As a reaction SMILES: C([N:8]1[CH:14]2[CH2:15][CH2:16][CH:9]1[CH2:10][N:11]([C:17]1[CH:26]=[C:25]3[C:20]([C:21](=[O:32])[C:22]([C:29]([OH:31])=[O:30])=[CH:23][N:24]3[CH2:27][CH3:28])=[CH:19][C:18]=1[F:33])[CH2:12][CH2:13]2)C1C=CC=CC=1.Cl.[H][H].C(Cl)(Cl)Cl>CO.[Pd].CCOCC>[CH2:27]([N:24]1[C:25]2[C:20](=[CH:19][C:18]([F:33])=[C:17]([N:11]3[CH2:12][CH2:13][CH:14]4[NH:8][CH:9]([CH2:16][CH2:15]4)[CH2:10]3)[CH:26]=2)[C:21](=[O:32])[C:22]([C:29]([OH:31])=[O:30])=[CH:23]1)[CH3:28]. Procedure: 7-(9-benzyl-3,9-diazabicyclo[4,2,1]non-3-yl)-6-fluoro-1-ethyl-1,4-dihydro-4-oxo-3-quinoline carboxylic acid (963 mg, 2.15 mmoles) was dissolved in 125 ml of methanol that was previously saturated with HCl. To this solution was added 1.25 g of 10% Pd/C and the mixture was treated with an atmosphere of 45 psi hydrogen on a Parr hydrogenation apparatus at 60° C. for 4.5 hours. The mixture was then cooled to room temperature and filtered of catalyst through a celite pad. The filtrate was stripped to... Reactants: sugars, OCC(=O)[C@@H](O)[C@H](O)[C@H](O)CO (fructose), O=C[C@H](O)[C@@H](O)[C@@H](O)[C@H](O)CO (galactose), O=C[C@H](O)[C@@H](O)[C@H](O)[C@H](O)CO (glucose), Phenyl-δ-D-Glucoside, anthocyanins. The product is O=C[C@H](O)[C@H](O)[C@@H](O)[C@@H](O)C (rhamnose), sugars. Reaction SMILES: [OH:1][CH2:2][C:3]([C@H:5]([C@@H:7]([C@@H:9]([CH2:11]O)[OH:10])[OH:8])[OH:6])=[O:4].O=C[C@@H]([C@H]([C@H]([C@@H](CO)O)O)O)O.O=C[C@@H]([C@H]([C@@H]([C@@H](CO)O)O)O)O>>[O:1]=[CH:2][C@@H:3]([C@@H:5]([C@H:7]([C@H:9]([CH3:11])[OH:10])[OH:8])[OH:6])[OH:4]. Procedure details: Characterization of sugars by GC analysis. The sugar standards, (1 mg each) rhamnose, fructose, galactose, glucose and the internal standard Phenyl-δ-D-Glucoside (E. Merck, Darmstadt) and the sugars (1 mg each) obtained from the hydrolysis of crude and pure anthocyanins (1-3) were reacted separately with 30 mg/ml Hydroxylamine HCl in dry pyridine (2 ml). The resulting oximes were then reacted with 1.0 ml hexamethyldisilazane (HMDS) and 0.1 ml trifluoroacetic acid (TFA) to yield their silyl deriv... Starting materials: C1=CC=CC2=C1NC1=C(CCC2)C=CC=C1 (5,6,7,12-tetrahydrodibenzo[b,g]azocine), C1(=CC=CC=C1)C (toluene), C(C)C(C(=O)Cl)C(=O)Cl (ethyl malonyl chloride), [OH-].[Na+] (NaOH), O (water), C1(=CC=CC=C1)C (toluene). Product: C(C)OC(C(C=O)N1C2=C(CCCC3=C1C=CC=C3)C=CC=C2)=O (6,7-dihydro-5H-dibenzo[b,g]azocin-12yl-3-oxopropionic acid ethyl ester). RXN SMILES: [CH:1]1[C:6]2[NH:7][C:8]3[CH:16]=[CH:15][CH:14]=[CH:13][C:9]=3[CH2:10][CH2:11][CH2:12][C:5]=2[CH:4]=[CH:3][CH:2]=1.C([CH:19]([C:23](Cl)=[O:24])[C:20](Cl)=[O:21])C.[OH-:26].[Na+].O.[C:29]1([CH3:35])C=CC=CC=1>>[CH2:29]([O:26][C:23](=[O:24])[CH:19]([N:7]1[C:6]2[CH:1]=[CH:2][CH:3]=[CH:4][C:5]=2[CH2:12][CH2:11][CH2:10][C:9]2[CH:13]=[CH:14][CH:15]=[CH:16][C:8]1=2)[CH:20]=[O:21])[CH3:35] |f:2.3|. Procedure details: In a 100 ml roundbottom flask equipped with magnetical stirring, thermometer and addition funnel, 5,6,7,12-tetrahydrodibenzo[b,g]azocine (2.1 g, 0.01 mol, prepared in a similar way as described in Chem. Pharm. Bull., 26, (1978), 942) was dissolved in dry toluene (60 ml) and ethyl malonyl chloride (2.0 g, 0.013 mol) was slowly added. The reaction mixture was heated at reflux temperature for 2 h and then allowed to cool to room temperature. Under stirring, 0.2N NaOH (5 ml) and water (60 ml) were a... The reactants are COC1=C(C(=C2C(OCC2=C1C)=O)OS(=O)(=O)C1=CC=C(C=C1)C)CC=C(C=O)C (4-(1,3-dihydro-6-methoxy-7-methyl-3-oxo-4-p-toluenesulfonyloxy-5-isobenzofuranyl)2-methylbut-2-enaldehyde), C(=C)[Mg]Br (vinylmagnesium bromide), solution. Run in O1CCCC1 (tetrahydrofuran), O1CCCC1 (tetrahydrofuran), C(C)(=O)OCC (ethyl acetate). Conditions: time 0.5 hour. Yields the product COC1=C(C(=C2C(OCC2=C1C)=O)OS(=O)(=O)C1=CC=C(C=C1)C)CC=C(C(C=C)O)C (6-(1,3-dihydro -6-methoxy-7-methyl-3-oxo-4-p-toluenesulfonyloxy-5-isobenzofuranyl)-3-hydroxy-4-methylhexa-1,4-diene). As a reaction SMILES: [CH3:1][O:2][C:3]1[C:11]([CH3:12])=[C:10]2[C:6]([C:7](=[O:13])[O:8][CH2:9]2)=[C:5]([O:14][S:15]([C:18]2[CH:23]=[CH:22][C:21]([CH3:24])=[CH:20][CH:19]=2)(=[O:17])=[O:16])[C:4]=1[CH2:25][CH:26]=[C:27]([CH3:30])[CH:28]=[O:29].[CH:31]([Mg]Br)=[CH2:32]>O1CCCC1.C(OCC)(=O)C>[CH3:1][O:2][C:3]1[C:11]([CH3:12])=[C:10]2[C:6]([C:7](=[O:13])[O:8][CH2:9]2)=[C:5]([O:14][S:15]([C:18]2[CH:23]=[CH:22][C:21]([CH3:24])=[CH:20][CH:19]=2)(=[O:17])=[O:16])[C:4]=1[CH2:25][CH:26]=[C:27]([CH3:30])[CH:28]([OH:29])[CH:31]=[CH2:32]. Procedure: To a solution of 4-(1,3-dihydro-6-methoxy-7-methyl-3-oxo-4-p-toluenesulfonyloxy-5-isobenzofuranyl)2-methylbut-2-enaldehyde (0.90 g) in tetrahydrofuran (40 mL) was added vinylmagnesium bromide (4.5 mL of a 1M solution in tetrahydrofuran). After stirring for 0.5 hours, the reaction was diluted with ethyl acetate and washed successively with aqueous ammonium chloride and brine. Drying over magnesium sulfate was followed by filtration and solvent removal to leave a residual oil, 6-(1,3-dihydro -6-me...